Dataset: the Open Reaction Database (ORD), a public repository of structured organic reaction records. Task: describe an organic reaction: reactants, conditions, products, and yield The reactants are 11.5, OCC(CO)(CO)CO (pentaerythritol), 11.5, 12, C(CCCCCCCCCCCCCCCCCCCCC)(=O)O (behenic acid), N#N (N2), hydroxyl. Conditions: temperature 165 celsius. The product is C(CCCCCCCCCCCCCCCCCCCCC)(=O)OCC(COC(CCCCCCCCCCCCCCCCCCCCC)=O)(COC(CCCCCCCCCCCCCCCCCCCCC)=O)COC(CCCCCCCCCCCCCCCCCCCCC)=O (Pentaerythritol Tetrabehenate). As a reaction SMILES: [OH:1][CH2:2][C:3]([CH2:8][OH:9])([CH2:6][OH:7])[CH2:4][OH:5].[C:10]([OH:33])(=O)[CH2:11][CH2:12][CH2:13][CH2:14][CH2:15][CH2:16][CH2:17][CH2:18][CH2:19][CH2:20][CH2:21][CH2:22][CH2:23][CH2:24][CH2:25][CH2:26][CH2:27][CH2:28][CH2:29][CH2:30][CH3:31].N#N>>[C:10]([O:1][CH2:2][C:3]([CH2:8][O:9][C:10](=[O:33])[CH2:11][CH2:12][CH2:13][CH2:14][CH2:15][CH2:16][CH2:17][CH2:18][CH2:19][CH2:20][CH2:21][CH2:22][CH2:23][CH2:24][CH2:25][CH2:26][CH2:27][CH2:28][CH2:29][CH2:30][CH3:31])([CH2:6][O:7][C:10](=[O:33])[CH2:11][CH2:12][CH2:13][CH2:14][CH2:15][CH2:16][CH2:17][CH2:18][CH2:19][CH2:20][CH2:21][CH2:22][CH2:23][CH2:24][CH2:25][CH2:26][CH2:27][CH2:28][CH2:29][CH2:30][CH3:31])[CH2:4][O:5][C:10](=[O:33])[CH2:11][CH2:12][CH2:13][CH2:14][CH2:15][CH2:16][CH2:17][CH2:18][CH2:19][CH2:20][CH2:21][CH2:22][CH2:23][CH2:24][CH2:25][CH2:26][CH2:27][CH2:28][CH2:29][CH2:30][CH3:31])(=[O:33])[CH2:11][CH2:12][CH2:13][CH2:14][CH2:15][CH2:16][CH2:17][CH2:18][CH2:19][CH2:20][CH2:21][CH2:22][CH2:23][CH2:24][CH2:25][CH2:26][CH2:27][CH2:28][CH2:29][CH2:30][CH3:31]. Reported procedure: A 1000 ml round bottomed flask was charged with 648.0 g. (0.15 mol) PEG 105 pentaerythritol and 186 g. (0.60 mol) behenic acid. The mass was heated at 100° C. with a N2 sparge, 0.75 g. methane sulfonic acid and 0.1 g. hypophosphorus acid were charged. The batch was heated to 165° C. while collecting the water of reaction, and maintained until an acid value of 11.5 was reached. The finished material was a white waxy solid having an acid value of 11.5, and a hydroxyl value of 12. As a reaction SMILES: [OH:1][C:2]1[CH:7]=[CH:6][C:5]([CH2:8][CH2:9][CH2:10][OH:11])=[CH:4][CH:3]=1.N1C=CN=C1.[C:17]([Si:21](Cl)([C:28]1[CH:33]=[CH:32][CH:31]=[CH:30][CH:29]=1)[C:22]1[CH:27]=[CH:26][CH:25]=[CH:24][CH:23]=1)([CH3:20])([CH3:19])[CH3:18]>CN(C)C=O>[OH:1][C:2]1[CH:3]=[CH:4][C:5]([CH2:8][CH2:9][CH2:10][O:11][Si:21]([C:17]([CH3:20])([CH3:19])[CH3:18])([C:28]2[CH:29]=[CH:30][CH:31]=[CH:32][CH:33]=2)[C:22]2[CH:27]=[CH:26][CH:25]=[CH:24][CH:23]=2)=[CH:6][CH:7]=1. Reported procedure: A solution of 3-(4-hydroxyphenyl)-1-propanol (10.0 g, 66.0 mmol) and imidazole (6.7 g, 98.4 mmol) in N,N-dimethylformamide (50 ml) was cooled to 0-5° C. and treated dropwise with tert-butylchlorodiphenylsilane (21.5 g, 78.2 mmol). The resulting mixture was stirred at 0-5° C. for 2 hours and then quenched by addition of water (400 ml) and toluene (500 ml). The organic phase was washed with water, brine and dried over anhydrous magnesium sulfate. Evaporation of the solvent and chromatography of th... The product is OC1=CC=C(C=C1)CCCO[Si](C1=CC=CC=C1)(C1=CC=CC=C1)C(C)(C)C (3-(4-Hydroxyphenyl)-1-(tert-butyldiphenylsilyloxy)propane). Run in CN(C=O)C (N,N-dimethylformamide). Reaction conditions: temperature 2.5 celsius, time 2 hour. Isolated yield 96.2%. Reactants: OC1=CC=C(C=C1)CCCO (3-(4-hydroxyphenyl)-1-propanol), N1C=NC=C1 (imidazole), C(C)(C)(C)[Si](C1=CC=CC=C1)(C1=CC=CC=C1)Cl (tert-butylchlorodiphenylsilane). Starting materials: CC1=CC=C(C=C1)CCOC1=CC=C(C=C1)[N+](=O)[O-] (4-[2-(4-methylphenyl)ethoxy]nitrobenzene), O.O.O.O.O.O.O.O.O.[S-2].[Na+].[Na+] (sodium sulfide nonahydrate), N (ammonia). Run in C(C)O (ethanol). Yields the product CC1=CC=C(C=C1)CCOC1=CC=C(N)C=C1 (4-[2-(4-Methylphenyl)ethoxy]aniline). The yield is 94.6%. RXN SMILES: [CH3:1][C:2]1[CH:7]=[CH:6][C:5]([CH2:8][CH2:9][O:10][C:11]2[CH:16]=[CH:15][C:14]([N+:17]([O-])=O)=[CH:13][CH:12]=2)=[CH:4][CH:3]=1.O.O.O.O.O.O.O.O.O.[S-2].[Na+].[Na+].N>C(O)C>[CH3:1][C:2]1[CH:3]=[CH:4][C:5]([CH2:8][CH2:9][O:10][C:11]2[CH:12]=[CH:13][C:14]([NH2:17])=[CH:15][CH:16]=2)=[CH:6][CH:7]=1 |f:1.2.3.4.5.6.7.8.9.10.11.12|. Procedure details: 4-[2-(4-Methylphenyl)ethoxy]nitrobenzene (VI) (5.14 g, 0.02 mole) and sodium sulfide nonahydrate (9.6 g, 0.04 mole) were added to a mixture of 95% aqueous ethanol (50 ml) and 29% aqueous ammonia (50 ml), followed by heating under reflux for 20 hours. Sulfur deposited was filtered while hot, and the filtrate was cooled, extracted with ether and treated in the same manner as in Example 17 to obtain 4.3 g of 4-[2-(4-methylphenyl)ethoxy]aniline (V) (yield, 95%). Reaction SMILES: [C:1]([NH:4][CH:5]1[CH2:14][CH2:13][C:12]2[C:7](=[C:8]([NH:19]C(=O)C)[CH:9]=[CH:10][C:11]=2[NH:15]C(=O)C)[C:6]1=[O:23])(=[O:3])[CH3:2].C(NC1CCC2C(=C(NC(=O)C)C=CC=2)C1=O)(=O)C>>[C:1]([NH:4][CH:5]1[CH2:14][CH2:13][C:12]2[C:7](=[C:8]([NH2:19])[CH:9]=[CH:10][C:11]=2[NH2:15])[C:6]1=[O:23])(=[O:3])[CH3:2]. The product is C(C)(=O)NC1C(C2=C(C=CC(=C2CC1)N)N)=O (2-Acetylamino-5,8-diamino-1-tetralone). Procedure: The reaction was carried out in the same manner as in Example 1-(4), except that 500 mg of the compound prepared in (1) above was used instead of 2,8-diacetylamino-1-tetralone of Example 1-(4), and post-treated to produce 290 mg of the title compound. Starting materials: compound, C(C)(=O)NC1C(C2=C(C=CC(=C2CC1)NC(C)=O)NC(C)=O)=O (2,5,8-Triacetylamino-1-tetralone), C(C)(=O)NC1C(C2=C(C=CC=C2CC1)NC(C)=O)=O (2,8-diacetylamino-1-tetralone). Starting materials: COC(=O)CBr, ClCCl, CCN(C(C)C)C(C)C, COc1cc(C=O)cc(OC)c1O, O. Product: COC(=O)COc1c(OC)cc(C=O)cc1OC. As a reaction SMILES: [Br:23][CH2:24][C:25](=[O:26])[O:27][CH3:28].[CH2:30]([Cl:31])[Cl:32].[CH:14]([N:15]([CH2:16][CH3:17])[CH:18]([CH3:19])[CH3:20])([CH3:21])[CH3:22].[CH:1]([c:2]1[cH:3][c:4]([O:5][CH3:6])[c:7]([OH:8])[c:9]([O:10][CH3:11])[cH:12]1)=[O:13].[OH2:29]>>[CH:1]([c:2]1[cH:3][c:4]([O:5][CH3:6])[c:7]([O:8][CH2:24][C:25](=[O:26])[O:27][CH3:28])[c:9]([O:10][CH3:11])[cH:12]1)=[O:13]. Reactants: FC=1C=C(C=CC1F)[N+](=O)[O-] (3,4-difluoronitrobenzene), C(C)N(CCCO)CC (3-diethylamino-1-propanol), compound. The product is C(C)N(CCCOC1=C(C=C(C=C1)[N+](=O)[O-])F)CC (Diethyl-[3-(2-fluoro-4-nitro-phenoxy)-propyl]-amine). Reaction SMILES: [F:1][C:2]1[CH:3]=[C:4]([N+:9]([O-:11])=[O:10])[CH:5]=[CH:6][C:7]=1F.[CH2:12]([N:14]([CH2:19][CH3:20])[CH2:15][CH2:16][CH2:17][OH:18])[CH3:13]>>[CH2:12]([N:14]([CH2:19][CH3:20])[CH2:15][CH2:16][CH2:17][O:18][C:7]1[CH:6]=[CH:5][C:4]([N+:9]([O-:11])=[O:10])=[CH:3][C:2]=1[F:1])[CH3:13]. Procedure details: In a manner similar to that described in Example 231a, 3,4-difluoronitrobenzene (6.7 mL, 60.6 mmol, 1 equiv.) and 3-diethylamino-1-propanol (9 mL, 1 equiv.) are converted to the named compound as a brown oil (16.3 g).